This data is from the Open Reaction Database (ORD), a public repository of structured organic reaction records. The task is: describe an organic reaction: reactants, conditions, products, and yield The reactants are ClC1=CC=C(C=C1)C(C=1C(=NN(C1)C(C)C)C(=O)OCC)O (ethyl 4-((4-chlorophenyl)(hydroxy)methyl)-1-isopropyl-1H-pyrazole-3-carboxylate), NC=1C=C(C(N(C1)C)=O)C (5-amino-1,3-dimethylpyridin-2(1H)-one). The solvent is CCOC(=O)C (EtOAc). Yields the product ClC1=CC=C(C=C1)C(C=1C(=NN(C1)C(C)C)C(=O)OCC)NC1=CN(C(C(=C1)C)=O)C (ethyl 4-((4-chlorophenyl)((1,5-dimethyl-6-oxo-1,6-dihydropyridin-3-yl)amino)methyl)-1-isopropyl-1H-pyrazole-3-carboxylate). RXN SMILES: [Cl:1][C:2]1[CH:7]=[CH:6][C:5]([CH:8](O)[C:9]2[C:10]([C:17]([O:19][CH2:20][CH3:21])=[O:18])=[N:11][N:12]([CH:14]([CH3:16])[CH3:15])[CH:13]=2)=[CH:4][CH:3]=1.[NH2:23][C:24]1[CH:25]=[C:26]([CH3:32])[C:27](=[O:31])[N:28]([CH3:30])[CH:29]=1>CCOC(C)=O>[Cl:1][C:2]1[CH:7]=[CH:6][C:5]([CH:8]([NH:23][C:24]2[CH:25]=[C:26]([CH3:32])[C:27](=[O:31])[N:28]([CH3:30])[CH:29]=2)[C:9]2[C:10]([C:17]([O:19][CH2:20][CH3:21])=[O:18])=[N:11][N:12]([CH:14]([CH3:16])[CH3:15])[CH:13]=2)=[CH:4][CH:3]=1. Procedure details: The title compound was prepared in analogy to the procedure described in Step 10.3 using ethyl 4-((4-chlorophenyl)(hydroxy)methyl)-1-isopropyl-1H-pyrazole-3-carboxylate (Step 41.3) and 5-amino-1,3-dimethylpyridin-2(1H)-one (Step 20.2). tR: 4.40 min (HPLC 1); tR: 1.02 min (LC-MS 2); ESI-MS: 443 [M+H]+ (LC-MS 2); Rf=0.06 (EtOAc).